This data is from the Open Reaction Database (ORD), a public repository of structured organic reaction records. The task is: describe an organic reaction: reactants, conditions, products, and yield Starting materials: solution, Cl (hydrogen chloride), ClC1=C(OC2=C(C=C(C=C2)C2=CC=C(C=C2)C(F)(F)F)C2=CC(=NC=C2)N2CCN(CC2)C(=O)OC(C)(C)C)C=C(C(=C1)S(N(C1=NC=NC=C1)CC1=C(C=C(C=C1)OC)OC)(=O)=O)F (tert-butyl 4-(4-(4-(2-chloro-4-(N-(2,4-dimethoxybenzyl)-N-(pyrimidin-4-yl)sulfamoyl)-5-fluorophenoxy)-4′-(trifluoromethyl)biphenyl-3-yl)pyridin-2-yl)piperazine-1-carboxylate). Run in O1CCOCC1 (1,4-dioxane), CO (methanol). Reaction conditions: time 3 hour. Product: Cl.ClC=1C(=CC(=C(C1)S(=O)(=O)NC1=NC=NC=C1)F)OC1=C(C=C(C=C1)C1=CC=C(C=C1)C(F)(F)F)C1=CC(=NC=C1)N1CCNCC1 (5-Chloro-2-fluoro-4-({3-[2-(piperazin-1-yl)pyridin-4-yl]-4′-(trifluoromethyl)biphenyl-4-yl}oxy)-N-(pyrimidin-4-yl)benzenesulfonamide hydrochloride salt). The yield is 163.6%. Reaction SMILES: Cl.[Cl:2][C:3]1[CH:44]=[C:43]([S:45](=[O:65])(=[O:64])[N:46](CC2C=CC(OC)=CC=2OC)[C:47]2[CH:52]=[CH:51][N:50]=[CH:49][N:48]=2)[C:42]([F:66])=[CH:41][C:4]=1[O:5][C:6]1[CH:11]=[CH:10][C:9]([C:12]2[CH:17]=[CH:16][C:15]([C:18]([F:21])([F:20])[F:19])=[CH:14][CH:13]=2)=[CH:8][C:7]=1[C:22]1[CH:27]=[CH:26][N:25]=[C:24]([N:28]2[CH2:33][CH2:32][N:31](C(OC(C)(C)C)=O)[CH2:30][CH2:29]2)[CH:23]=1>O1CCOCC1.CO>[ClH:2].[Cl:2][C:3]1[C:4]([O:5][C:6]2[CH:11]=[CH:10][C:9]([C:12]3[CH:17]=[CH:16][C:15]([C:18]([F:19])([F:20])[F:21])=[CH:14][CH:13]=3)=[CH:8][C:7]=2[C:22]2[CH:27]=[CH:26][N:25]=[C:24]([N:28]3[CH2:29][CH2:30][NH:31][CH2:32][CH2:33]3)[CH:23]=2)=[CH:41][C:42]([F:66])=[C:43]([S:45]([NH:46][C:47]2[CH:52]=[CH:51][N:50]=[CH:49][N:48]=2)(=[O:65])=[O:64])[CH:44]=1 |f:4.5|. Procedure: A 4M solution of hydrogen chloride in 1,4-dioxane (10 mL) was added to a solution of tert-butyl 4-(4-(4-(2-chloro-4-(N-(2,4-dimethoxybenzyl)-N-(pyrimidin-4-yl)sulfamoyl)-5-fluorophenoxy)-4′-(trifluoromethyl)biphenyl-3-yl)pyridin-2-yl)piperazine-1-carboxylate (Preparation 109, 310 mg, 0.332 mmol) in methanol (2 mL). The reaction mixture was stirred at room temperature for 3 hours and then concentrated in vacuo. The residue was purified by reverse phase chromatography (acetonitrile/water with 0.1%... Starting materials: [Li]CCCC, C1CCOC1, CC1NC(=O)OC1c1ccccc1, O=C(Cl)Cc1ccccc1. The product is CC1C(c2ccccc2)OC(=O)N1C(=O)Cc1ccccc1. Reaction SMILES: [CH2:14]([Li:15])[CH2:16][CH2:17][CH3:18].[CH2:29]1[O:30][CH2:31][CH2:32][CH2:33]1.[CH3:1][CH:2]1[NH:3][C:4](=[O:13])[O:5][CH:6]1[c:7]1[cH:8][cH:9][cH:10][cH:11][cH:12]1.[c:19]1([CH2:25][C:26](=[O:27])[Cl:28])[cH:20][cH:21][cH:22][cH:23][cH:24]1>>[CH3:1][CH:2]1[N:3]([C:26]([CH2:25][c:19]2[cH:20][cH:21][cH:22][cH:23][cH:24]2)=[O:27])[C:4](=[O:13])[O:5][CH:6]1[c:7]1[cH:8][cH:9][cH:10][cH:11][cH:12]1. Starting materials: CC(=O)O[BH-](OC(C)=O)OC(C)=O, O=C([O-])O, CCOC(=O)C(=O)c1cccc(Br)c1, CNC, ClCCCl, [Na+], [Na+]. The product is CCOC(=O)C(c1cccc(Br)c1)N(C)C. RXN SMILES: [C:18]([O:19][BH-:20]([O:21][C:22](=[O:23])[CH3:24])[O:25][C:26](=[O:27])[CH3:28])(=[O:29])[CH3:30].[C:32](=[O:33])([OH:34])[O-:35].[CH2:1]([CH3:2])[O:3][C:4]([C:5](=[O:6])[c:7]1[cH:8][c:9]([Br:13])[cH:10][cH:11][cH:12]1)=[O:14].[CH3:15][NH:16][CH3:17].[Cl:37][CH2:38][CH2:39][Cl:40].[Na+:31].[Na+:36]>>[CH2:1]([CH3:2])[O:3][C:4]([CH:5]([c:7]1[cH:8][c:9]([Br:13])[cH:10][cH:11][cH:12]1)[N:16]([CH3:15])[CH3:17])=[O:14]. Isolated yield 80.3%. Yields the product CC(C)(C)NS(=O)(=O)C1=CC=2C(CN(S(C2S1)(=O)=O)CCCCOC)=O (N-(1,1-Dimethylethyl)-3,4-dihydro-2-(4-methoxybutyl)-4-oxo-2H-thieno[3,2-e]-1,2-thiazine-6-sulfonamide 1,1-dioxide). RXN SMILES: [CH3:1][C:2]([NH:5][S:6]([C:9]1[S:17][C:16]2[S:15](=[O:19])(=[O:18])[N:14]([CH2:20][CH2:21][CH2:22][CH2:23][O:24][CH3:25])[CH2:13][CH:12]([OH:26])[C:11]=2[CH:10]=1)(=[O:8])=[O:7])([CH3:4])[CH3:3].CC(C)=O.OS(O)(=O)=O.O=[Cr](=O)=O>CC(C)=O>[CH3:4][C:2]([NH:5][S:6]([C:9]1[S:17][C:16]2[S:15](=[O:19])(=[O:18])[N:14]([CH2:20][CH2:21][CH2:22][CH2:23][O:24][CH3:25])[CH2:13][C:12](=[O:26])[C:11]=2[CH:10]=1)(=[O:8])=[O:7])([CH3:1])[CH3:3] |f:1.2.3|. Procedure: To a solution of the product from Step A (9.5 g, 0.022 mol) in acetone (20 mL) at -10° C. was added freshly prepared Jones reagent (10 mL) and the mixture was stirred at room temperature for 2 hr. The solvent was evaporated and saturated aqueous sodium bicarbonate was added until the pH of the solution was 6. The aqueous mixture was extracted with ethyl acetate (4×50 mL). The combined extracts were washed with brine (2×10 mL), dried (MgSO4) and evaporated to provide a yellow solid (7.5 g, 78%). Starting materials: CC(C)(C)NS(=O)(=O)C1=CC=2C(CN(S(C2S1)(=O)=O)CCCCOC)O (N-(1,1-Dimethylethyl )-3,4-dihydro-4-hydroxy-2-(4-methoxybutyl )-2H-thieno[3,2-e]-1,2-thiazine-6-sulfonamide 1,1-dioxide), CC(=O)C.OS(=O)(=O)O.O=[Cr](=O)=O (Jones reagent). The solvent is CC(=O)C (acetone). Reaction conditions: time 2 hour. Reported procedure: To a suspension of 2.5 g (8.2 mmoles) of the 6-(1,2,4-triazol-1-ylmethyl)-4,9-dihydro-3H-pyrano[3,4-b]indol-1-on a hydrochloride in 50 ml of methanol were added 0.66 ml (10.2 mmoles) of methanesulphonic acid. The mixture was left under stirring at the reflux temperature for 4 hours. The solvent was evaporated to dryness under reduced pressure, the residue dissolved with 10 ml of a saturated bicarbonate solution and extracted 3 times with ethyl acetate. The combined organic phases were dried and ... Starting materials: N1(N=CN=C1)CC=1C=C2C3=C(NC2=CC1)C(OCC3)=O (6-(1,2,4-triazol-1-ylmethyl)-4,9-dihydro-3H-pyrano[3,4-b]indol-1-on), Cl (hydrochloride), CO (methanol), CS(=O)(=O)O (methanesulphonic acid). RXN SMILES: [N:1]1([CH2:6][C:7]2[CH:8]=[C:9]3[C:13](=[CH:14][CH:15]=2)[NH:12][C:11]2[C:16](=[O:20])[O:17][CH2:18][CH2:19][C:10]3=2)[CH:5]=[N:4][CH:3]=[N:2]1.Cl.CS(O)(=O)=O.[CH3:27][OH:28]>>[CH3:27][O:28][C:16]([C:11]1[NH:12][C:13]2[C:9]([C:10]=1[CH2:19][CH2:18][OH:17])=[CH:8][C:7]([CH2:6][N:1]1[CH:5]=[N:4][CH:3]=[N:2]1)=[CH:15][CH:14]=2)=[O:20]. The product is COC(=O)C=1NC2=CC=C(C=C2C1CCO)CN1N=CN=C1 (3-(2-Hydroxyethyl)-5-(1,2,4-triazol-1-ylmethyl)-1H-indol-2-carboxylic acid methyl ester). Conditions: time 4 hour. Isolated yield 94.0%. Reactants: FC=1C=NC(=NC1)C=1C(=NC(=NC1OC)N1CCOCC1)N[C@H]1CN(CCC1)C(=O)OC(C)(C)C ((R)-tert-butyl 3-((5-fluoro-6′-methoxy-2′-morpholino-[2,5′-bipyrimidin]-4′-yl)amino)piperidine-1-carboxylate), [Na+].[I-] (NaI), [Si](C)(C)(C)Cl (TMS-Cl). Solvent: CC#N (MeCN). Run at time 15 minute. Product: FC=1C=NC(=NC1)C=1C(NC(=NC1N[C@H]1CNCCC1)N1CCOCC1)=O ((R)-5-fluoro-2′-morpholino-6′-(piperidin-3-ylamino)-[2,5′-bipyrimidin]-4′(3′H)-one). As a reaction SMILES: [F:1][C:2]1[CH:3]=[N:4][C:5]([C:8]2[C:9]([NH:22][C@@H:23]3[CH2:28][CH2:27][CH2:26][N:25](C(OC(C)(C)C)=O)[CH2:24]3)=[N:10][C:11]([N:16]3[CH2:21][CH2:20][O:19][CH2:18][CH2:17]3)=[N:12][C:13]=2[O:14]C)=[N:6][CH:7]=1.[Na+].[I-].[Si](Cl)(C)(C)C>CC#N>[F:1][C:2]1[CH:3]=[N:4][C:5]([C:8]2[C:13](=[O:14])[NH:12][C:11]([N:16]3[CH2:17][CH2:18][O:19][CH2:20][CH2:21]3)=[N:10][C:9]=2[NH:22][C@@H:23]2[CH2:28][CH2:27][CH2:26][NH:25][CH2:24]2)=[N:6][CH:7]=1 |f:1.2|. Reported procedure: To (R)-tert-butyl 3-((5-fluoro-6′-methoxy-2′-morpholino-[2,5′-bipyrimidin]-4′-yl)amino)piperidine-1-carboxylate (0.025 g, 0.051 mmol) in MeCN (1 mL) was added NaI (0.011 g, 0.077 mmol) followed by TMS-Cl (9.79 μl, 0.077 mmol). The reaction was stirred at room temperature for 15 min. then heated to 50° C. for 3 h. The solvent was removed in vacuo and the residue was purified via semi-preparative HPLC to afford the desired product as a white solid. MS (m/z)=376 (M+H). IRAK4 IC50=220 nM